From a dataset of the Open Reaction Database (ORD), a public repository of structured organic reaction records. describe an organic reaction: reactants, conditions, products, and yield Starting materials: NC1=CC=C(C=C1)CCNC1=CC=CC=2N1C(=C(N2)C)C(=O)OCC (5-[2-[4-(amino)phenyl]ethan-1-ylamino]-3-ethoxycarbonyl-2-methylimidazo[1,2-a]pyridine), [H-].[Na+] (sodium hydride), O (water). Solvent: CN(C)C=O (DMF). Yields the product NC1=CC=C(C=C1)CCN1C(C=2N3C(C=CC=C13)=NC2C)=O (1-[2-[4-(Amino)phenyl]ethan-1-yl)-1,2-dihydro-3-methyl-1,4,7b-triazacyclopent[cd]inden-2-one). The yield is 51.7%. RXN SMILES: [H-].[Na+].[NH2:3][C:4]1[CH:9]=[CH:8][C:7]([CH2:10][CH2:11][NH:12][C:13]2[N:18]3[C:19]([C:23](OCC)=[O:24])=[C:20]([CH3:22])[N:21]=[C:17]3[CH:16]=[CH:15][CH:14]=2)=[CH:6][CH:5]=1.O>CN(C=O)C>[NH2:3][C:4]1[CH:5]=[CH:6][C:7]([CH2:10][CH2:11][N:12]2[C:13]3[N:18]4[C:17](=[N:21][C:20]([CH3:22])=[C:19]4[C:23]2=[O:24])[CH:16]=[CH:15][CH:14]=3)=[CH:8][CH:9]=1 |f:0.1|. Procedure: To a suspension of 80 mg (2.0 mmol) of 60% sodium hydride (dispension in oil) in 10 ml of DMF was added, while stirring at room temperature, 338 mg (1.0 mmol) of 5-[2-[4-(amino)phenyl]ethan-1-ylamino]-3-ethoxycarbonyl-2-methylimidazo[1,2-a]pyridine. The mixture was stirred for 30 minutes. The reaction mixture was poured into water, extracted with ethyl acetate. The extract was washed with an aqueous saline solution, dried over anhydrous magnesium sulfate. The solvent was distilled off. The resid... Reactants: COC(=O)C(N)C(C)C, Cl, CC(NC(=O)Cc1ccccc1)C(=O)O. Yields the product COC(=O)C(NC(=O)C(C)NC(=O)Cc1ccccc1)C(C)C. As a reaction SMILES: [CH3:17][O:18][C:19]([CH:20]([NH2:21])[CH:22]([CH3:23])[CH3:24])=[O:25].[ClH:16].[c:1]1([CH2:7][C:8](=[O:9])[NH:10][CH:11]([CH3:12])[C:13](=[O:14])[OH:15])[cH:2][cH:3][cH:4][cH:5][cH:6]1>>[c:1]1([CH2:7][C:8](=[O:9])[NH:10][CH:11]([CH3:12])[C:13](=[O:15])[NH:21][CH:20]([C:19]([O:18][CH3:17])=[O:25])[CH:22]([CH3:23])[CH3:24])[cH:2][cH:3][cH:4][cH:5][cH:6]1. Reactants: C(C)(C)OC(=O)N[C@@H](C(=O)N1[C@@H](CCC1)C(=O)O)C1=CC=CC=C1 (1-[(R)-isopropoxycarbonylamino-phenyl-acetyl]-pyrrolidine-2-(S)-carboxylic acid), NCC=1C=C2C=CN=C(C2=CC1)N (6-aminomethyl-isoquinolin-1-ylamine), CN1CCOCC1 (N-methyl morpholine), F[B-](F)(F)F.N1(N=NC2=C1C=CC=C2)OC(=[N+](C)C)N(C)C (2-(1H-benzotriazole-1-yl)-1,1,3,3-tetramethyluronium tetrafluoroborate). The solvent is CN(C=O)C (N,N-dimethyl formamide), CC(=O)O (CH3COOH). Conditions: time 3 hour. Yields the product C(C)(C)OC(N[C@@H](C(=O)N1[C@@H](CCC1)C(NCC=1C=C2C=CN=C(C2=CC1)N)=O)C1=CC=CC=C1)=O ((2-{2-(S)-[(1-Amino-isoquinolin-6-ylmethyl)-carbamoyl]-pyrrolidin-1-yl}-2-oxo-1-(R)-PHENYL-ETHYL)-CARBAMIC acid isopropyl ester). Isolated yield 34.1%. RXN SMILES: [CH:1]([O:4][C:5]([NH:7][C@H:8]([C:19]1[CH:24]=[CH:23][CH:22]=[CH:21][CH:20]=1)[C:9]([N:11]1[CH2:15][CH2:14][CH2:13][C@H:12]1[C:16](O)=[O:17])=[O:10])=[O:6])([CH3:3])[CH3:2].[NH2:25][CH2:26][C:27]1[CH:28]=[C:29]2[C:34](=[CH:35][CH:36]=1)[C:33]([NH2:37])=[N:32][CH:31]=[CH:30]2.CN1CCOCC1.F[B-](F)(F)F.N1(OC(N(C)C)=[N+](C)C)C2C=CC=CC=2N=N1>CN(C)C=O.CC(O)=O>[CH:1]([O:4][C:5](=[O:6])[NH:7][C@H:8]([C:19]1[CH:20]=[CH:21][CH:22]=[CH:23][CH:24]=1)[C:9]([N:11]1[CH2:15][CH2:14][CH2:13][C@H:12]1[C:16](=[O:17])[NH:25][CH2:26][C:27]1[CH:28]=[C:29]2[C:34](=[CH:35][CH:36]=1)[C:33]([NH2:37])=[N:32][CH:31]=[CH:30]2)=[O:10])([CH3:3])[CH3:2] |f:3.4|. Procedure: A mixture of 1-[(R)-isopropoxycarbonylamino-phenyl-acetyl]-pyrrolidine-2-(S)-carboxylic acid (0.20 g), 6-aminomethyl-isoquinolin-1-ylamine (0.6 mmol), N-methyl morpholine (0.2 mL) and 0.19 g of 2-(1H-benzotriazole-1-yl)-1,1,3,3-tetramethyluronium tetrafluoroborate (TBTU) in 3 mL of dry N,N-dimethyl formamide was stirred for 3 h at ambient temperature. 0.120 mL CH3COOH were added, the mixture was concentrated and the remaining residue was purified by HPLC (RP-18; H2O/CH3OH 95/5→0/100) to give 0.1... Reactants: Br.N[C@H](C(=O)O)CCBr ((5)-(+)-2-amino-4-bromobutyric acid hydrobromide salt), Cl (HCl), CO (MeOH). Product: COC([C@H](CCBr)N)=O ((S)-2-amino-4-bromo-butyric acid methyl ester). As a reaction SMILES: Br.[NH2:2][C@@H:3]([CH2:7][CH2:8][Br:9])[C:4]([OH:6])=[O:5].Cl.[CH3:11]O>>[CH3:11][O:5][C:4](=[O:6])[C@@H:3]([NH2:2])[CH2:7][CH2:8][Br:9] |f:0.1|. Reported procedure: A solution of (5)-(+)-2-amino-4-bromobutyric acid hydrobromide salt (5 g) in a solution of 3M HCl in MeOH (57 mL) was refluxed for 20 h. The reaction mixture was evaporated off to afford after HV drying the desired compound as a brown oil (3.97 g). The reactants are C1CCOC1, CCOC(=O)c1ccc2c(c1)c(-c1ccccc1)nn2C, [Li+], [OH-], O, O. Product: Cn1nc(-c2ccccc2)c2cc(C(=O)O)ccc21. RXN SMILES: [CH2:25]1[O:26][CH2:27][CH2:28][CH2:29]1.[CH3:1][n:2]1[n:3][c:4](-[c:16]2[cH:17][cH:18][cH:19][cH:20][cH:21]2)[c:5]2[cH:6][c:7]([C:11](=[O:12])[O:13][CH2:14][CH3:15])[cH:8][cH:9][c:10]12.[Li+:23].[OH-:22].[OH2:24].[OH2:30]>>[CH3:1][n:2]1[n:3][c:4](-[c:16]2[cH:17][cH:18][cH:19][cH:20][cH:21]2)[c:5]2[cH:6][c:7]([C:11](=[O:12])[OH:13])[cH:8][cH:9][c:10]12.